From a dataset of the Open Reaction Database (ORD), a public repository of structured organic reaction records. describe an organic reaction: reactants, conditions, products, and yield Reactants: [Br-], CC12CCC(CC1=O)C2(C)C, C1CCOC1, [Mg+]c1cccc2ccccc12. The product is CC1(C)C2CCC1(C)C(O)(c1cccc3ccccc13)C2. As a reaction SMILES: [Br-:1].[C:13]12([CH3:23])[C:14](=[O:15])[CH2:16][CH:17]([CH2:18][CH2:19]1)[C:20]2([CH3:21])[CH3:22].[CH2:24]1[O:25][CH2:26][CH2:27][CH2:28]1.[c:2]1([Mg+:12])[cH:3][cH:4][cH:5][c:6]2[cH:7][cH:8][cH:9][cH:10][c:11]12>>[c:2]1([C:14]2([OH:15])[C:13]3([CH3:23])[CH2:19][CH2:18][CH:17]([CH2:16]2)[C:20]3([CH3:21])[CH3:22])[cH:3][cH:4][cH:5][c:6]2[cH:7][cH:8][cH:9][cH:10][c:11]12.